describe an organic reaction: reactants, conditions, products, and yield From a dataset of the Open Reaction Database (ORD), a public repository of structured organic reaction records. Reactants: C(C)C1NC2=CC=CC=C2CC1 (2-ethyltetrahydroquinoline), O (water), C(C)OC=C(C(=O)OCC)C(=O)OCC (diethyl ethoxymethylenemalonate), Polyphosphoric acid. Solvent: [OH-].[Na+] (sodium hydroxide), [OH-].[Na+] (sodium hydroxide). Conditions: temperature 115 celsius. Yields the product C(C)C1CCC2=C3C(C(C(=CN13)C(=O)O)=O)=CC=C2 (6,7-dihydro-5-ethyl-1-oxo-1H,5H-benzo[ij]quinolizine-2-carboxylic acid). As a reaction SMILES: [CH2:1]([CH:3]1[CH2:12][CH2:11][C:10]2[C:5](=[CH:6][CH:7]=[CH:8][CH:9]=2)[NH:4]1)[CH3:2].C([O:15][CH:16]=[C:17]([C:23](OCC)=O)[C:18]([O:20]CC)=[O:19])C.O>[OH-].[Na+]>[CH2:1]([CH:3]1[N:4]2[C:5]3[C:6](=[CH:7][CH:8]=[CH:9][C:10]=3[CH2:11][CH2:12]1)[C:16](=[O:15])[C:17]([C:18]([OH:20])=[O:19])=[CH:23]2)[CH3:2] |f:3.4|. Reported procedure: Following the procedure set forth in Example 1, 2-ethyltetrahydroquinoline is mixed with diethyl ethoxymethylenemalonate and heated to 125° to 130° C. for two hours. Polyphosphoric acid is added, and the mixture is heated at 115° C. for one hour. The mixture is poured into water, neutralized with 40 percent sodium hydroxide, and the product is isolated and saponified in 10 percent sodium hydroxide solution. The solution is neutralized, and the solid product, 6,7-dihydro-5-ethyl-1-oxo-1H,5H-benzo... Reactants: ClC1=C(C=NC2=CC(=C(C=C12)OC)OC)C(=O)N (4-chloro-6,7-dimethoxy-3-quinolinecarboxamide), CN(C)C=O (DMF). Solvent: C(C)(=O)O (acetic acid). Yields the product COC=1C=C2C(=C(C=NC2=CC1OC)C(=O)N)NC1=C(C=CC=C1)CCC (6,7-Dimethoxy-4-(2-propylanilino)-3-quinolinecarboxamide). Yield: 41.0%. As a reaction SMILES: Cl[C:2]1[C:11]2[C:6](=[CH:7][C:8]([O:14][CH3:15])=[C:9]([O:12][CH3:13])[CH:10]=2)[N:5]=[CH:4][C:3]=1[C:16]([NH2:18])=[O:17].C[N:20]([CH:22]=O)C>C(O)(=O)C>[CH3:13][O:12][C:9]1[CH:10]=[C:11]2[C:6](=[CH:7][C:8]=1[O:14][CH3:15])[N:5]=[CH:4][C:3]([C:16]([NH2:18])=[O:17])=[C:2]2[NH:20][C:22]1[CH:4]=[CH:3][CH:2]=[CH:11][C:10]=1[CH2:9][CH2:8][CH3:7]. Procedure: A mixture of 4-chloro-6,7-dimethoxy-3-quinolinecarboxamide (0.062 g, 0.23 mmol) 2-propylanilin (0.038 g, 0.28 mmol), 2-butanole (2 ml), DMF (2 ml) and acetic acid (8.2 μl) was heated over night at 100 C. After cooling, the solution was reduced by evaporation. The residue was dissolved in water (3 ml) and treated with aqueous ammonia. The solid product was filtered off washed with water air dried for 0.5 h, washed again with heptane and dried in a vacuum oven at 50 C. to give a yellow-brown solid... Starting materials: CCI, ClC(Cl)Cl, [K+], [K+], O=C([O-])[O-], O, CC(=O)NC1CCc2c([nH]c3cc(O)ccc23)C1. Yields the product CCOc1ccc2c3c([nH]c2c1)CC(NC(C)=O)CC3. Reaction SMILES: [CH2:19]([CH3:20])[I:21].[Cl:28][CH:29]([Cl:30])[Cl:31].[K+:22].[K+:23].[O-:24][C:25]([O-:26])=[O:27].[OH2:32].[OH:1][c:2]1[cH:3][cH:4][c:5]2[c:6]3[c:11]([nH:12][c:13]2[cH:14]1)[CH2:10][CH:9]([NH:15][C:16]([CH3:17])=[O:18])[CH2:8][CH2:7]3>>[O:1]([c:2]1[cH:3][cH:4][c:5]2[c:6]3[c:11]([nH:12][c:13]2[cH:14]1)[CH2:10][CH:9]([NH:15][C:16]([CH3:17])=[O:18])[CH2:8][CH2:7]3)[CH2:19][CH3:20]. Reactants: Cl (Hydrochloric acid), C(C)(C)N(CCNC(=O)OCC1=C(C=CC=C1)N(C=O)CCCCCCCCCCCCCCCCCC)C(C)C ([2-[[N-[2-(diisopropylamino)ethyl]carbamoyloxy]methyl]phenyl]-N-octadecylformamide). Run in C(C)(=O)OCC (ethyl acetate), C(C)(=O)OCC (ethyl acetate). Reaction conditions: time 15 minute. The product is Cl.C(C)(C)N(CCNC(=O)OCC1=C(C=CC=C1)N(C=O)CCCCCCCCCCCCCCCCCC)C(C)C ([2-[[N-[2-(Diisopropylamino)ethyl]carbamoyloxy]methyl]phenyl]-N-octadecylformamide hydrochloride). Reaction SMILES: [ClH:1].[CH:2]([N:5]([CH:40]([CH3:42])[CH3:41])[CH2:6][CH2:7][NH:8][C:9]([O:11][CH2:12][C:13]1[CH:18]=[CH:17][CH:16]=[CH:15][C:14]=1[N:19]([CH2:22][CH2:23][CH2:24][CH2:25][CH2:26][CH2:27][CH2:28][CH2:29][CH2:30][CH2:31][CH2:32][CH2:33][CH2:34][CH2:35][CH2:36][CH2:37][CH2:38][CH3:39])[CH:20]=[O:21])=[O:10])([CH3:4])[CH3:3]>C(OCC)(=O)C>[ClH:1].[CH:40]([N:5]([CH:2]([CH3:3])[CH3:4])[CH2:6][CH2:7][NH:8][C:9]([O:11][CH2:12][C:13]1[CH:18]=[CH:17][CH:16]=[CH:15][C:14]=1[N:19]([CH2:22][CH2:23][CH2:24][CH2:25][CH2:26][CH2:27][CH2:28][CH2:29][CH2:30][CH2:31][CH2:32][CH2:33][CH2:34][CH2:35][CH2:36][CH2:37][CH2:38][CH3:39])[CH:20]=[O:21])=[O:10])([CH3:41])[CH3:42] |f:3.4|. Reported procedure: 4N Hydrochloric acid--ethyl acetate solution (0.20 ml) was added to a solution of [2-[[N-[2-(diisopropylamino)ethyl]carbamoyloxy]methyl]phenyl]-N-octadecylformamide (0.44 g) in ethyl acetate (5 ml) at room temperature. After being stirred for 15 minutes, the reaction mixture was concentrated. The residue was recrystallized from ethyl acetate-ethanol mixed solvent, thereby yielding 0.37 g of the aimed compound as white crystals. Reactants: CCc1cc(C)nc(O)c1C#N, CO, N. The product is CCc1cc(C)nc(O)c1CN. As a reaction SMILES: [CH2:1]([CH3:2])[c:3]1[cH:4][c:5]([CH3:12])[n:6][c:7]([OH:11])[c:8]1[C:9]#[N:10].[CH3:14][OH:15].[NH3:13]>>[CH2:1]([CH3:2])[c:3]1[cH:4][c:5]([CH3:12])[n:6][c:7]([OH:11])[c:8]1[CH2:9][NH2:10]. Starting materials: NC(=O)N (urea), C=O (paraformaldehyde), C(CO)O (ethylene glycol), C(C(C)C)=O (isobutyraldehyde), S(O)(O)(=O)=O (sulfuric acid). Run at temperature 70 celsius. Product: CC1(C(NC(NC1)=O)OCCO)C (5,5-dimethyl-4-hydroxyethoxytetrahydropyrimidin-2-one). As a reaction SMILES: [NH2:1][C:2]([NH2:4])=[O:3].[CH2:5]=O.[CH2:7]([OH:10])[CH2:8][OH:9].[CH:11](=O)[CH:12]([CH3:14])[CH3:13].S(=O)(=O)(O)O>>[CH3:11][C:12]1([CH3:14])[CH2:5][NH:4][C:2](=[O:3])[NH:1][CH:13]1[O:9][CH2:8][CH2:7][OH:10]. Procedure details: 60 Parts (1.0 mole) of urea, 30 parts (1.0 mole) of paraformaldehyde, 100 parts (1.6 moles) of ethylene glycol, 72 parts (1.0 mole) of isobutyraldehyde, and 20 parts of 40% sulfuric acid were stirred together and heated at 70° C., thereby forming a thick milky paste. The mixture was then heated for 4 hours at 70° C., forming a slightly hazy solution of 5,5-dimethyl-4-hydroxyethoxytetrahydropyrimidin-2-one, confirmed by IR spectra. Reactants: CC(C)(C)N(C(=O)[O-])c1cccc(C(c2cc(F)ccc2F)S(=O)(=O)c2ccc(Cl)cc2)n1, CCO, CCOC(C)=O, Cl. Yields the product Nc1cccc(C(c2cc(F)ccc2F)S(=O)(=O)c2ccc(Cl)cc2)n1. As a reaction SMILES: [C:4]([N:8]([C:5](=[O:6])[O-:7])[c:12]1[n:13][c:14]([CH:18]([c:19]2[c:20]([F:26])[cH:21][cH:22][c:23]([F:25])[cH:24]2)[S:27](=[O:28])(=[O:29])[c:30]2[cH:31][cH:32][c:33]([Cl:36])[cH:34][cH:35]2)[cH:15][cH:16][cH:17]1)([CH3:9])([CH3:10])[CH3:11].[CH3:1][CH2:2][OH:3].[CH3:38][CH2:39][O:40][C:41](=[O:42])[CH3:43].[ClH:37]>>[NH2:8][c:12]1[n:13][c:14]([CH:18]([c:19]2[c:20]([F:26])[cH:21][cH:22][c:23]([F:25])[cH:24]2)[S:27](=[O:28])(=[O:29])[c:30]2[cH:31][cH:32][c:33]([Cl:36])[cH:34][cH:35]2)[cH:15][cH:16][cH:17]1. The product is N([C@@H](CC1=CC=C(C=C1)O)C(=O)N[C@H](C)C(=O)NCC(=O)N([C@@H](CC1=CC=CC=C1)C(=O)NNC(=O)C)C)C(=O)OCC1=CC=CC=C1 (Z-Tyr-(D)-Ala-Gly-MePhe-NH-NH-COCH3). Procedure details: In the same manner as Example 14-(I), 426 mg of Z-Tyr-(D)-Ala-Gly-MePhe-NH-NH2 and 0.06 ml of acetic acid are used toproduce 405 mg of the indicated compound (85%). m.p.142°-143°C.; Rf1 =0.33; [α]D27 -31.8°(c=0.4, DMF) Run in CN(C)C=O (DMF). Reaction SMILES: [NH:1]([C:36]([O:38][CH2:39][C:40]1[CH:45]=[CH:44][CH:43]=[CH:42][CH:41]=1)=[O:37])[C@H:2]([C:11]([NH:13][C@@H:14]([C:16]([NH:18][CH2:19][C:20]([N:22]([CH3:35])[C@H:23]([C:31]([NH:33][NH2:34])=[O:32])[CH2:24][C:25]1[CH:30]=[CH:29][CH:28]=[CH:27][CH:26]=1)=[O:21])=[O:17])[CH3:15])=[O:12])[CH2:3][C:4]1[CH:9]=[CH:8][C:7]([OH:10])=[CH:6][CH:5]=1.[C:46](O)(=[O:48])[CH3:47]>CN(C=O)C>[NH:1]([C:36]([O:38][CH2:39][C:40]1[CH:45]=[CH:44][CH:43]=[CH:42][CH:41]=1)=[O:37])[C@H:2]([C:11]([NH:13][C@@H:14]([C:16]([NH:18][CH2:19][C:20]([N:22]([CH3:35])[C@H:23]([C:31]([NH:33][NH:34][C:46]([CH3:47])=[O:48])=[O:32])[CH2:24][C:25]1[CH:26]=[CH:27][CH:28]=[CH:29][CH:30]=1)=[O:21])=[O:17])[CH3:15])=[O:12])[CH2:3][C:4]1[CH:5]=[CH:6][C:7]([OH:10])=[CH:8][CH:9]=1. Starting materials: N([C@@H](CC1=CC=C(C=C1)O)C(=O)N[C@H](C)C(=O)NCC(=O)N([C@@H](CC1=CC=CC=C1)C(=O)NN)C)C(=O)OCC1=CC=CC=C1 (Z-Tyr-(D)-Ala-Gly-MePhe-NH-NH2), C(C)(=O)O (acetic acid), indicated compound. Reactants: COC1=CC=C(C=C1)C(N1N=C(C2=C1C1=CC=C(C=C1C2)CN2CCN(CC2)C)C2=CC=C(S2)C=O)C2=CC=C(C=C2)OC (5-{1-[bis(4-methoxyphenyl)methyl]-6-[(4-methyl-1-piperazinyl)methyl]-1,4-dihydroindeno[1,2-c]pyrazol-3-yl}-2-thiophenecarbaldehyde), [BH4-].[Na+] (sodium borohydride). Run in CO (methanol), O1CCCC1 (tetrahydrofuran). Run at time 3 hour. Product: COC1=CC=C(C=C1)C(N1N=C(C2=C1C1=CC=C(C=C1C2)CN2CCN(CC2)C)C2=CC=C(S2)CO)C2=CC=C(C=C2)OC ((5-{1-[bis(4-methoxyphenyl)methyl]-6-[(4-methyl-1-piperazinyl)methyl]-1,4-dihydroindeno[1,2-c]pyrazol-3-yl}-2-thienyl)methanol). RXN SMILES: [CH3:1][O:2][C:3]1[CH:8]=[CH:7][C:6]([CH:9]([C:37]2[CH:42]=[CH:41][C:40]([O:43][CH3:44])=[CH:39][CH:38]=2)[N:10]2[C:14]3[C:15]4[C:20]([CH2:21][C:13]=3[C:12]([C:30]3[S:34][C:33]([CH:35]=[O:36])=[CH:32][CH:31]=3)=[N:11]2)=[CH:19][C:18]([CH2:22][N:23]2[CH2:28][CH2:27][N:26]([CH3:29])[CH2:25][CH2:24]2)=[CH:17][CH:16]=4)=[CH:5][CH:4]=1.[BH4-].[Na+]>CO.O1CCCC1>[CH3:44][O:43][C:40]1[CH:41]=[CH:42][C:37]([CH:9]([C:6]2[CH:7]=[CH:8][C:3]([O:2][CH3:1])=[CH:4][CH:5]=2)[N:10]2[C:14]3[C:15]4[C:20]([CH2:21][C:13]=3[C:12]([C:30]3[S:34][C:33]([CH2:35][OH:36])=[CH:32][CH:31]=3)=[N:11]2)=[CH:19][C:18]([CH2:22][N:23]2[CH2:28][CH2:27][N:26]([CH3:29])[CH2:25][CH2:24]2)=[CH:17][CH:16]=4)=[CH:38][CH:39]=1 |f:1.2|. Procedure: To a solution of Example 331 (8.5 g, 14.1 mmol) in methanol (150 mL) and tetrahydrofuran (80 mL) was added sodium borohydride (530 mg, 14.1 mmol) at about 0° C. The mixture was stirred for about 3 hours while being allowed to warm to room temperature and was then concentrated under vacuum. The residue was diluted with water, extracted with ethyl acetate and the combined organic extracts were dried (MgSO4), filtered, and concentrated. The residue was purified by flash chromatography on silica gel... Starting materials: Cl (HCl), C(C)(C)(C)OC(=O)N1CCNCC1 (piperazine-1-carboxylic acid tert-butyl ester), N1=CC=CC=C1 (pyridine), O(C(=O)C(F)(F)F)C(=O)C(F)(F)F ((CF3CO)2O). The solvent is C(Cl)Cl (CH2Cl2). Run at temperature 0 celsius, time 2 hour. The product is C(C)(C)(C)OC(=O)N1CCN(CC1)C(C(F)(F)F)=O (4-(2,2,2-Trifluoro-acetyl)-piperazine-1-carboxylic acid tert-butyl ester). As a reaction SMILES: [C:1]([O:5][C:6]([N:8]1[CH2:13][CH2:12][NH:11][CH2:10][CH2:9]1)=[O:7])([CH3:4])([CH3:3])[CH3:2].N1C=CC=CC=1.[O:20](C(C(F)(F)F)=O)[C:21]([C:23]([F:26])([F:25])[F:24])=O.Cl>C(Cl)Cl>[C:1]([O:5][C:6]([N:8]1[CH2:13][CH2:12][N:11]([C:21](=[O:20])[C:23]([F:26])([F:25])[F:24])[CH2:10][CH2:9]1)=[O:7])([CH3:4])([CH3:2])[CH3:3]. Procedure details: To a solution of piperazine-1-carboxylic acid tert-butyl ester (10 g, 53.69 mmol) and pyridine (8.7 mL, 107.57 mmol) in CH2Cl2 (100 mL) was added dropwise (CF3CO)2O (10.5 mL, 75.54 mmol) at 0° C. The resulting mixture was stirred at 0° C. for 2 h. 2N HCl (60 mL) was then added. The organic layer was dried over MgSO4, filtered, and then concentrated. The resulting residue, the title compound, was used in the next reaction without further purification. MS m/z (MH+-Boc) 183.1, (MH+—C4H9) 227.1; 1H ...